This data is from the Open Reaction Database (ORD), a public repository of structured organic reaction records. The task is: describe an organic reaction: reactants, conditions, products, and yield Starting materials: hydrocarbon, N1=C(N)N=C(N)N=C1N (melamine), C=CC1=CC=CC=C1.C1=CC(=O)OC1=O (styrene-maleic anhydride resin), C=O (formalin), 150, [OH-].[Na+] (caustic soda). The reagents and catalysts are [O-2].[O-2].[Ti+4] (titanium dioxide). Run in O (water), O (water), O (water), paraffin. Yields the product N1=C(N)N=C(N)N=C1N.C=O (melamine/formaldehyde). As a reaction SMILES: C=CC1C=CC=CC=1.C1C(=O)O[C:11](=[O:12])C=1.C=O.[N:18]1[C:25]([NH2:26])=[N:24][C:22]([NH2:23])=[N:21][C:19]=1[NH2:20].[OH-].[Na+]>O.[O-2].[O-2].[Ti+4]>[N:18]1[C:25]([NH2:26])=[N:24][C:22]([NH2:23])=[N:21][C:19]=1[NH2:20].[CH2:11]=[O:12] |f:0.1,4.5,7.8.9,10.11|. Procedure: A hydrophobic dispersing medium colored by dissolving 1 part by weight of an oil-soluble dye oil blue in 150 parts by weight of paraffin-based hydrocarbon isoper (Exxon Corporation) was prepared. 5 parts by weight of titanium dioxide (Ti-PURE R104 manufactured by DuPont) subjected to hydrophobic treatment was added as electrophoretic particles to the hydrophobic dispersing medium and dispersed therein for 10 minutes by a sonicator to give a hydrophobic dispersion. Separately, an aqueous solution...